From a dataset of the Open Reaction Database (ORD), a public repository of structured organic reaction records. describe an organic reaction: reactants, conditions, products, and yield Starting materials: ClC(c1ccccc1)(c1ccccc1)c1ccccc1, CCOC(C)=O, [H-], Ic1cc2c(-c3ccc4ccccc4c3)n[nH]c2s1, [Na+], O, N#Cc1cc2cn[nH]c2s1. Yields the product Ic1cc2c(-c3ccc4ccccc4c3)nn(C(c3ccccc3)(c3ccccc3)c3ccccc3)c2s1. As a reaction SMILES: [C:32]([c:33]1[cH:34][cH:35][cH:36][cH:37][cH:38]1)([c:39]1[cH:40][cH:41][cH:42][cH:43][cH:44]1)([c:45]1[cH:46][cH:47][cH:48][cH:49][cH:50]1)[Cl:51].[CH3:52][CH2:53][O:54][C:55](=[O:56])[CH3:57].[H-:30].[I:1][c:2]1[cH:3][c:4]2[c:5]([nH:6][n:7][c:8]2-[c:9]2[cH:10][c:11]3[cH:12][cH:13][cH:14][cH:15][c:16]3[cH:17][cH:18]2)[s:19]1.[Na+:31].[OH2:58].[nH:20]1[c:21]2[s:22][c:23]([C:24]#[N:25])[cH:26][c:27]2[cH:28][n:29]1>>[I:1][c:2]1[cH:3][c:4]2[c:5]([n:6]([C:32]([c:33]3[cH:34][cH:35][cH:36][cH:37][cH:38]3)([c:39]3[cH:40][cH:41][cH:42][cH:43][cH:44]3)[c:45]3[cH:46][cH:47][cH:48][cH:49][cH:50]3)[n:7][c:8]2-[c:9]2[cH:10][c:11]3[cH:12][cH:13][cH:14][cH:15][c:16]3[cH:17][cH:18]2)[s:19]1. Starting materials: COC(=O)C(=Cc1ccc(CBr)cc1)c1ccccc1, [H-], [Na+], CN(C)C=O, CCCc1nc2c(C)ccnc2n1Cc1ccc(O)cc1. The product is CCCc1nc2c(C)ccnc2n1Cc1ccc(C=C(C(=O)OC)c2ccccc2)cc1. Reaction SMILES: [Br:24][CH2:25][c:26]1[cH:27][cH:28][c:29]([CH:32]=[C:33]([C:34](=[O:35])[O:36][CH3:37])[c:38]2[cH:39][cH:40][cH:41][cH:42][cH:43]2)[cH:30][cH:31]1.[H-:23].[Na+:22].[O:44]=[CH:45][N:46]([CH3:47])[CH3:48].[OH:1][c:2]1[cH:3][cH:4][c:5]([CH2:8][n:9]2[c:10]([CH2:19][CH2:20][CH3:21])[n:11][c:12]3[c:13]2[n:14][cH:15][cH:16][c:17]3[CH3:18])[cH:6][cH:7]1>>[c:2]1([CH:32]=[C:33]([C:34](=[O:35])[O:36][CH3:37])[c:38]2[cH:39][cH:40][cH:41][cH:42][cH:43]2)[cH:3][cH:4][c:5]([CH2:8][n:9]2[c:10]([CH2:19][CH2:20][CH3:21])[n:11][c:12]3[c:13]2[n:14][cH:15][cH:16][c:17]3[CH3:18])[cH:6][cH:7]1. Reactants: solution, lithium n-butylate, CN1N=C(C(=C1C(C(=O)OC)=O)OCC=1N=C(SC1)C)C (methyl {1,3-dimethyl-4-[1-(2-methylthiazol-4-yl)methyloxy]pyrazol-5-yl}glyoxalate), O (water), [Cl-].COC[P+](C1=CC=CC=C1)(C1=CC=CC=C1)C1=CC=CC=C1 (methoxymethyltriphenylphosphonium chloride). Run in CCCCCC (hexane), C1CCOC1 (THF), C1CCOC1 (THF). Run at time 30 minute. Product: CN1N=C(C(=C1/C(/C(=O)OC)=C\OC)OCC=1N=C(SC1)C)C ((E)-methyl 2-{1,3-dimethyl-4-[1-(2-methylthiazol-4-yl)methyloxy]pyrazol-5-yl}-3-methoxyacrylate). The yield is 38.0%. As a reaction SMILES: [Cl-].[CH3:2][O:3][CH2:4][P+](C1C=CC=CC=1)(C1C=CC=CC=1)C1C=CC=CC=1.[CH3:24][N:25]1[C:29]([C:30](=O)[C:31]([O:33][CH3:34])=[O:32])=[C:28]([O:36][CH2:37][C:38]2[N:39]=[C:40]([CH3:43])[S:41][CH:42]=2)[C:27]([CH3:44])=[N:26]1.O>C1COCC1.CCCCCC>[CH3:24][N:25]1[C:29](/[C:30](=[CH:2]\[O:3][CH3:4])/[C:31]([O:33][CH3:34])=[O:32])=[C:28]([O:36][CH2:37][C:38]2[N:39]=[C:40]([CH3:43])[S:41][CH:42]=2)[C:27]([CH3:44])=[N:26]1 |f:0.1|. Procedure: To a suspension of methoxymethyltriphenylphosphonium chloride (2 g, 5.84 mmol) in anhyrous THF was added 3.5 ml solution of lithium n-butylate (1.6 mol) in hexane. After stirring at room temperature for 30 minutes, methyl {1,3-dimethyl-4-[1-(2-methylthiazol-4-yl)methyloxy]pyrazol-5-yl}glyoxalate (0.6 g, 1.95 mmol) in anhydrous THF (6 ml) was added thereto and the mixture was allowed to stand for two hours. The reaction mixture was poured into water and extracted with ethyl acetate. The extract w... Starting materials: CC(C#C)O (3-Butyn-2-ol), O1CCCC=C1 (dihydropyran), [OH-].[Na+] (sodium hydroxide). The reagents and catalysts are Cl (hydrochloric acid). Run at time 2.5 hour. Product: O1C(CCCC1)OCCC#C (Tetrahydropyranyloxy-3-butyne). RXN SMILES: [CH3:1][CH:2](O)[C:3]#[CH:4].[O:6]1[CH:11]=[CH:10][CH2:9][CH2:8][CH2:7]1.[OH-:12].[Na+]>Cl>[O:12]1[CH2:7][CH2:8][CH2:9][CH2:10][CH:11]1[O:6][CH2:4][CH2:3][C:2]#[CH:1] |f:2.3|. Reported procedure: 3-Butyn-2-ol (1 mol) and dihydropyran (1.1 mol) are mixed and 2 drops of concentrated hydrochloric acid are added. The reaction mixture is allowed to stand 2 to 3 hours at room temperature and a few pellets of sodium hydroxide are added. After filtration, the product is distilled. The reactants are CN1OC(CC1)C1=CC=CC=C1 (2-Methyl-5-phenylisoxazolidine), C(C)O (Ethanol). The reagents and catalysts are [Pd] (Pd/C). Run in C1CCCS1(=O)=O (tetramethylene sulfone). Reaction conditions: temperature 50 celsius, time 48 hour. The product is CNCCC(O)C1=CC=CC=C1 (N-methyl-3-phenyl-3-hydroxypropylamine). Reaction SMILES: [CH3:1][N:2]1[CH2:6][CH2:5][CH:4]([C:7]2[CH:12]=[CH:11][CH:10]=[CH:9][CH:8]=2)[O:3]1.C(O)C>C1S(=O)(=O)CCC1.[Pd]>[CH3:1][NH:2][CH2:6][CH2:5][CH:4]([C:7]1[CH:12]=[CH:11][CH:10]=[CH:9][CH:8]=1)[OH:3]. Procedure details: 2-Methyl-5-phenylisoxazolidine (38.1 g, 234 mmol) dissolved in tetramethylene sulfone (38.1 g) is mixed with 5% Pd/C (1.9 g) in a glass pressure reactor. The reactor is warmed to 50° C. and the pressure is maintained at 40 psig with H2 for 24 hours. Ethanol (38.1 g) is added and heating is continued for 48 hours. After cooling, the mixture is filtered and the EtOH is removed to give a solution of N-methyl-3-phenyl-3-hydroxypropylamine in tetramethylene sulfone. Product: CCC(CC)(c1ccc(O)c(C)c1)c1ccc(C=CC2(O)CCCC2)c(C)c1. As a reaction SMILES: [CH2:15]([CH3:16])[C:17]([CH2:18][CH3:19])([c:20]1[cH:21][c:22]([CH3:34])[c:23]([C:26]#[C:27][C:28]2([OH:33])[CH2:29][CH2:30][CH2:31][CH2:32]2)[cH:24][cH:25]1)[c:35]1[cH:36][c:37]([CH3:42])[c:38]([OH:41])[cH:39][cH:40]1.[CH3:2][O:3][CH2:4][CH2:5][O:6][Al+:7][O:8][CH2:9][CH2:10][O:11][CH3:12].[CH3:48][CH2:49][O:50][C:51](=[O:52])[CH3:53].[H-:14].[H-:1].[Na+:13].[O:43]1[CH2:44][CH2:45][CH2:46][CH2:47]1>>[CH2:15]([CH3:16])[C:17]([CH2:18][CH3:19])([c:20]1[cH:21][c:22]([CH3:34])[c:23]([CH:26]=[CH:27][C:28]2([OH:33])[CH2:29][CH2:30][CH2:31][CH2:32]2)[cH:24][cH:25]1)[c:35]1[cH:36][c:37]([CH3:42])[c:38]([OH:41])[cH:39][cH:40]1. Starting materials: CCC(CC)(c1ccc(O)c(C)c1)c1ccc(C#CC2(O)CCCC2)c(C)c1, COCCO[Al+]OCCOC, CCOC(C)=O, [H-], [H-], [Na+], C1CCOC1. Reactants: N/C(=C/C(=O)OCC)/CCC (Ethyl (2E)-3-amino-2-hexenoate), O1CC(CC(C1)=O)=O (2H-pyran-3,5(4H,6H)-dione), BrC=1C=C(C=O)C=CC1F (3-bromo-4-fluorobenzaldehyde). The solvent is C(C)O (ethanol). Reaction conditions: time 16 hour. The product is BrC=1C=C(C=CC1F)C1C2=C(NC(=C1C(=O)OCC)CCC)COCC2=O (Ethyl 4-(3-bromo-4-fluorophenyl)-5-oxo-2-propyl-4,5,6,8-tetrahydro-1H-pyrano[3,4-b]pyridine-3-carboxylate). Isolated yield 88.2%. Reaction SMILES: [NH2:1]/[C:2](/[CH2:9][CH2:10][CH3:11])=[CH:3]/[C:4]([O:6][CH2:7][CH3:8])=[O:5].[O:12]1[CH2:17][C:16](=O)[CH2:15][C:14](=[O:19])[CH2:13]1.[Br:20][C:21]1[CH:22]=[C:23]([CH:26]=[CH:27][C:28]=1[F:29])[CH:24]=O>C(O)C>[Br:20][C:21]1[CH:22]=[C:23]([CH:24]2[C:3]([C:4]([O:6][CH2:7][CH3:8])=[O:5])=[C:2]([CH2:9][CH2:10][CH3:11])[NH:1][C:16]3[CH2:17][O:12][CH2:13][C:14](=[O:19])[C:15]2=3)[CH:26]=[CH:27][C:28]=1[F:29]. Procedure: The product from Example 95A (0.083 g, 0.52 mmol), the product from Example 11B (0.050 g, 0.44 mmol) and 3-bromo-4-fluorobenzaldehyde (0.116 g, 0.57 mmol) in ethanol (1 mL) were heated to 80 C. for 16 hours in a sealed tube, cooled to ambient temperature and concentrated to dryness. The residue was purified on silica gel eluting with 2% methanol in dichloromethane to provide the title compound (0.17 g).